Dataset: the Open Reaction Database (ORD), a public repository of structured organic reaction records. Task: describe an organic reaction: reactants, conditions, products, and yield Reactants: BrC1=C(N=C2N1C=CC=C2OCC2=C(C(=CC=C2Cl)N(C(CN2C(C=1C(C2=O)=CC=CC1)=O)=O)C)Cl)C (3-bromo-8-[2,6-dichloro-3-(N-methyl-N-phthalimidoacetylamino)benzyloxy]-2-methylimidazo[1,2-a]pyridine), O.NN (hydrazine hydrate), O.NN (hydrazine hydrate). The solvent is CO (methanol). Yields the product NCC(=O)N(C)C=1C(=C(COC=2C=3N(C=CC2)C(=C(N3)C)Br)C(=CC1)Cl)Cl (8-[3-(N-glycyl-N-methylamino)-2,6-dichlorobenzyloxy]-3-bromo-2-methylimidazo[1,2-a]pyridine). Isolated yield 95.8%. Reaction SMILES: [Br:1][C:2]1[N:6]2[CH:7]=[CH:8][CH:9]=[C:10]([O:11][CH2:12][C:13]3[C:18]([Cl:19])=[CH:17][CH:16]=[C:15]([N:20]([CH3:35])[C:21](=[O:34])[CH2:22][N:23]4C(=O)C5=CC=CC=C5C4=O)[C:14]=3[Cl:36])[C:5]2=[N:4][C:3]=1[CH3:37].O.NN>CO>[NH2:23][CH2:22][C:21]([N:20]([C:15]1[C:14]([Cl:36])=[C:13]([C:18]([Cl:19])=[CH:17][CH:16]=1)[CH2:12][O:11][C:10]1[C:5]2[N:6]([C:2]([Br:1])=[C:3]([CH3:37])[N:4]=2)[CH:7]=[CH:8][CH:9]=1)[CH3:35])=[O:34] |f:1.2|. Procedure details: A mixture of 3-bromo-8-[2,6-dichloro-3-(N-methyl-N-phthalimidoacetylamino)benzyloxy]-2-methylimidazo[1,2-a]pyridine (450 mg) and hydrazine hydrate (41 mg) in methanol (5 ml) were refluxed for 30 minutes, and hydrazine hydrate (41 mg) was added thereto, and further, the mixture was refluxed for 1.5 hours. The resulting precipitates were filtered off and the filtrate was concentrated in vacuo. The residue was dissolved in chloroform and the solution was washed with water twice and brine, dried ove... The reactants are [Si](C)(C)(C(C)(C)C)OOC[C@@H]1CC[C@@H](O1)N1C(=O)NC(=O)C(=C1)CBr (5′-O-tert-butyldimethylsilyloxy-5-bromomethyl-2′,3′-dideoxyuridine), alkyne, FC(C(=O)NCCOCC#C)(F)F (3-(N-trifluoroacetyl-2-aminoethoxy)prop-1-yne). Procedure details: Next, 5′-O-tert-butyldimethylsilyloxy-5-bromomethyl-2′,3′-dideoxyuridine (3) can be coupled with an alkyne, in this case 3-(N-trifluoroacetyl-2-aminoethoxy)prop-1-yne, to form the 5′-O-tert-butyldimethylsilyloxy-(5-(4-(N-trifluoroacetyl-2-aminoethoxy)but-2-yn-1-yl))-2′,3′-dideoxyuridine (4). It will be readily appreciated by one of skill in the art that the coupling of an alkyl halide with an alkyne can be carried out by a number of methods known in the art. Without being limiting in any way, on... Yields the product [Si](C)(C)(C(C)(C)C)OOC[C@@H]1CC[C@@H](O1)N1C(=O)NC(=O)C(=C1)CC#CCOCCNC(C(F)(F)F)=O (5′-O-tert-butyldimethylsilyloxy-(5-(4-(N-trifluoroacetyl-2-aminoethoxy)but-2-yn-1-yl))-2′,3′-dideoxyuridine). Reaction SMILES: [Si:1]([O:8][O:9][CH2:10][C@H:11]1[O:15][C@@H:14]([N:16]2[CH:23]=[C:22]([CH2:24]Br)[C:20](=[O:21])[NH:19][C:17]2=[O:18])[CH2:13][CH2:12]1)([C:4]([CH3:7])([CH3:6])[CH3:5])([CH3:3])[CH3:2].[F:26][C:27]([F:38])([F:37])[C:28]([NH:30][CH2:31][CH2:32][O:33][CH2:34][C:35]#[CH:36])=[O:29]>>[Si:1]([O:8][O:9][CH2:10][C@H:11]1[O:15][C@@H:14]([N:16]2[CH:23]=[C:22]([CH2:24][C:36]#[C:35][CH2:34][O:33][CH2:32][CH2:31][NH:30][C:28](=[O:29])[C:27]([F:26])([F:37])[F:38])[C:20](=[O:21])[NH:19][C:17]2=[O:18])[CH2:13][CH2:12]1)([C:4]([CH3:7])([CH3:6])[CH3:5])([CH3:3])[CH3:2]. The reactants are CC(=O)C1=CC=C(C=C1)[N+](=O)[O-] (4-nitroacetophenone), N=1NC(C=CC1)=O (pyridazinone). The product is O=C1C=CC(=NN1)C1=CC=C(C=C1)[N+](=O)[O-] (4-(6-Oxo-1,6-dihydropyridazin-3-yl)nitrobenzene). As a reaction SMILES: [CH3:1][C:2]([C:4]1[CH:9]=[CH:8][C:7]([N+:10]([O-:12])=[O:11])=[CH:6][CH:5]=1)=O.[N:13]1[NH:14][C:15](=[O:19])[CH:16]=CC=1>>[O:19]=[C:15]1[NH:14][N:13]=[C:2]([C:4]2[CH:9]=[CH:8][C:7]([N+:10]([O-:12])=[O:11])=[CH:6][CH:5]=2)[CH:1]=[CH:16]1. Reported procedure: 15 g of 4-nitroacetophenone are converted into the pyridazinone in accordance with with GWP 1. The reactants are O=C(OCc1ccccc1)c1cc(OCc2ccccc2)c(Br)c(OCc2ccccc2)c1, C1CCOC1, CCOCC, [Na+], [OH-], O. The product is O=C(O)c1cc(OCc2ccccc2)c(Br)c(OCc2ccccc2)c1. As a reaction SMILES: [CH2:1]([c:2]1[cH:3][cH:4][cH:5][cH:6][cH:7]1)[O:8][C:9]([c:10]1[cH:11][c:12]([O:25][CH2:26][c:27]2[cH:28][cH:29][cH:30][cH:31][cH:32]2)[c:13]([Br:24])[c:14]([O:16][CH2:17][c:18]2[cH:19][cH:20][cH:21][cH:22][cH:23]2)[cH:15]1)=[O:33].[CH2:41]1[O:42][CH2:43][CH2:44][CH2:45]1.[CH3:36][CH2:37][O:38][CH2:39][CH3:40].[Na+:35].[OH-:34].[OH2:46]>>[O:8]=[C:9]([c:10]1[cH:11][c:12]([O:25][CH2:26][c:27]2[cH:28][cH:29][cH:30][cH:31][cH:32]2)[c:13]([Br:24])[c:14]([O:16][CH2:17][c:18]2[cH:19][cH:20][cH:21][cH:22][cH:23]2)[cH:15]1)[OH:33]. The reactants are CON(C)C(=O)C(C)NC(=O)OC(C)(C)C, C1CCOC1, CC(C)C[AlH]CC(C)C. The product is CC(C=O)NC(=O)OC(C)(C)C. Reaction SMILES: [C:1]([CH3:2])([CH3:3])([CH3:4])[O:5][C:6]([NH:7][CH:8]([CH3:9])[C:10]([N:11]([O:12][CH3:13])[CH3:14])=[O:15])=[O:16].[CH2:26]1[O:27][CH2:28][CH2:29][CH2:30]1.[CH3:17][CH:18]([CH2:19][AlH:20][CH2:21][CH:22]([CH3:23])[CH3:24])[CH3:25]>>[C:1]([CH3:2])([CH3:3])([CH3:4])[O:5][C:6]([NH:7][CH:8]([CH3:9])[CH:10]=[O:15])=[O:16]. Starting materials: [Na+].[Br-] (NaBr), reagent, NC=1C=C2C(=C(C=NC2=CN1)C#N)NC1=CC(=CC=C1)Br (6-amino-4-(3-bromo-phenylamino)-[1.7]naphthyridine-3-carbonitrile), CCN(C(C)C)C(C)C (Hunig's base), acid chloride tetrahydrofuran, CNC (dimethyl amine), BrCC=CC(=O)Cl (4-Bromobut-2-enoyl chloride), BrCC=CC(=O)O[Si](C)(C)C (4-bromobut-2-enoic acid, trimethylsilyl ester), C(C(=O)Cl)(=O)Cl (oxalyl chloride), one-to-one, BrC=1C=C(C=CC1)NC1=C(C=NC2=CN=C(C=C12)NC(C=CCBr)=O)C#N (4-bromo-but-2-enoic acid, [4-(3-bromo-phenylamino)-3-cyano-[1.7]naphthyridin-6-yl]-amide), BrC=1C=C(C=CC1)NC1=C(C=NC2=CN=C(C=C12)NC(C=CCCl)=O)C#N (4-chloro-but-2-enoic acid, [4-(3-bromo-phenylamino)-3-cyano-[1.7]naphthyridin-6-yl]-amide). Reagents/catalysts: CN(C=O)C (N,N-dimethyl formamide). The solvent is O1CCCC1 (tetrahydrofuran), CN(C=O)C (N,N-dimethyl formamide), C([O-])(O)=O.[Na+] (sodium bicarbonate), C(Cl)(Cl)Cl (chloroform), C(Cl)(Cl)Cl (chloroform), C([O-])(O)=O.[Na+] (sodium bicarbonate), O1CCCC1 (tetrahydrofuran), O1CCCC1 (tetrahydrofuran), O1CCCC1 (tetrahydrofuran), C(Cl)Cl (methylene chloride). Run at time 2 hour. Yields the product BrC=1C=C(C=CC1)NC1=C(C=NC2=CN=C(C=C12)NC(C=CCN(C)C)=O)C#N (4-dimethylamino-but-2-enoic acid, [4-(3-bromo-phenylamino)-3-cyano-[1.7]naphthyridin-6-yl]-amide). As a reaction SMILES: Br[CH2:2][CH:3]=[CH:4][C:5](Cl)=[O:6].BrCC=CC(O[Si](C)(C)C)=O.C(Cl)(=O)C(Cl)=O.[NH2:25][C:26]1[CH:27]=[C:28]2[C:33](=[CH:34][N:35]=1)[N:32]=[CH:31][C:30]([C:36]#[N:37])=[C:29]2[NH:38][C:39]1[CH:44]=[CH:43][CH:42]=[C:41]([Br:45])[CH:40]=1.C[CH2:47][N:48](C(C)C)[CH:49](C)C.BrC1C=C(NC2C3C(=CN=C(NC(=O)C=CCBr)C=3)N=CC=2C#N)C=CC=1.BrC1C=C(NC2C3C(=CN=C(NC(=O)C=CCCl)C=3)N=CC=2C#N)C=CC=1.[Na+].[Br-].CNC>C(Cl)Cl.CN(C)C=O.O1CCCC1.C(=O)(O)[O-].[Na+].C(Cl)(Cl)Cl>[Br:45][C:41]1[CH:40]=[C:39]([NH:38][C:29]2[C:28]3[C:33](=[CH:34][N:35]=[C:26]([NH:25][C:5](=[O:6])[CH:4]=[CH:3][CH2:2][N:48]([CH3:49])[CH3:47])[CH:27]=3)[N:32]=[CH:31][C:30]=2[C:36]#[N:37])[CH:44]=[CH:43][CH:42]=1 |f:7.8,13.14|. Reported procedure: 4-Bromobut-2-enoyl chloride was generated by the reaction of 4-bromobut-2-enoic acid, trimethylsilyl ester (0.63 mL) with oxalyl chloride (0.33 mL) in methylene chloride (6 mL) with one drop of N,N-dimethyl formamide for one hour. The reaction was stripped of solvent and redissolved in 8 mL of anhydrous tetrahydrofuran. An aliquot of 4 mL of this reagent was added to a solution of 500 mg of 6-amino-4-(3-bromo-phenylamino)-[1.7]naphthyridine-3-carbonitrile in 15 mL of tetrahydrofuran containing 3... Reactants: FC1=C(C(=O)Cl)C=CC=C1C(F)(F)F (2-Fluoro-3-trifluoromethylbenzoyl chloride), CNC=1C=NC=CC1C1=C(C=CC=C1)C (methyl-(4-o-tolyl-pyridin-3-yl)-amine), CCN(C(C)C)C(C)C (DIPEA). The solvent is C1CCOC1 (THF). Reaction conditions: time 8 hour. Product: FC1=C(C(=O)N(C=2C=NC=CC2C2=C(C=CC=C2)C)C)C=CC=C1C(F)(F)F (2-Fluoro-N-methyl-N-(4-o-tolyl-pyridin-3-yl)-3-trifluoromethyl-benzamide). Isolated yield 83.0%. Reaction SMILES: [F:1][C:2]1[C:10]([C:11]([F:14])([F:13])[F:12])=[CH:9][CH:8]=[CH:7][C:3]=1[C:4](Cl)=[O:5].[CH3:15][NH:16][C:17]1[CH:18]=[N:19][CH:20]=[CH:21][C:22]=1[C:23]1[CH:28]=[CH:27][CH:26]=[CH:25][C:24]=1[CH3:29].CCN(C(C)C)C(C)C>C1COCC1>[F:1][C:2]1[C:10]([C:11]([F:14])([F:13])[F:12])=[CH:9][CH:8]=[CH:7][C:3]=1[C:4]([N:16]([CH3:15])[C:17]1[CH:18]=[N:19][CH:20]=[CH:21][C:22]=1[C:23]1[CH:28]=[CH:27][CH:26]=[CH:25][C:24]=1[CH3:29])=[O:5]. Reported procedure: 2-Fluoro-3-trifluoromethylbenzoyl chloride (92 mg, 0.41 mmol, CAS RN 208173-19-7) was added to a solution of methyl-(4-o-tolyl-pyridin-3-yl)-amine (40 mg, 0.20 mmol, example 1, intermediate a) and DIPEA (70 μL, 0.40 mmol) in THF (1 mL). The reaction mixture was stirred overnight, filtered and all volatiles removed. The resulting oil was purified by flash chromatography on silica gel eluting with 33-50% EtOAc in n-hexane to yield the product as a waxy solid (65 mg, 83%). MS (ESI): m/z=470.0 [M+H]...